From a dataset of the Open Reaction Database (ORD), a public repository of structured organic reaction records. describe an organic reaction: reactants, conditions, products, and yield The reactants are N(=[N+]=[N-])CC1=CC=C(O1)CCC(=O)O (5-azidomethyl-2-carboxyethylfuran). The reagents and catalysts are [Ni] (Raney nickel). Run in C(C)O (ethanol). Yields the product NCC1=CC=C(O1)CCC(=O)O (5-aminomethyl-2-carboxyethylfuran). Yield: 98.5%. As a reaction SMILES: [N:1]([CH2:4][C:5]1[O:9][C:8]([CH2:10][CH2:11][C:12]([OH:14])=[O:13])=[CH:7][CH:6]=1)=[N+]=[N-]>C(O)C.[Ni]>[NH2:1][CH2:4][C:5]1[O:9][C:8]([CH2:10][CH2:11][C:12]([OH:14])=[O:13])=[CH:7][CH:6]=1. Procedure: Treatment of a solution in ethanol (50 mL) at ambient temperature of 5-azidomethyl-2-carboxyethylfuran (585 mg, 3.00 mmol), prepared as in step 3, with Raney nickel 2800 and 4 atmospheres of H2 for 24 hours, followed by filtration of the reaction mixture and concentration in vacuo gave 5-aminomethyl-2-carboxyethylfuran (0.50 g) as a yellow oil.